From a dataset of the Open Reaction Database (ORD), a public repository of structured organic reaction records. describe an organic reaction: reactants, conditions, products, and yield Starting materials: FC(C=1C=C(C=C(C1)C(F)(F)F)NC(N(CC1=CC=C(C=C1)C(CC=1N=NNN1)=O)C1CCC(CC1)C(C)(C)C)=O)(F)F (3-(3,5-bis(trifluoromethyl)phenyl)-1-(4-tert-butylcyclohexyl)-1-[4-(2-2H-tetrazol-5-yl-acetyl)-benzyl]urea), CB1OC([C@@H]2N1CCC2)(C2=CC=CC=C2)C2=CC=CC=C2 ((R)-tetrahydro-1-methyl-3,3-diphenyl-1H,3H-pyrrolo[1,2-c]-[1,3,2]oxazaborole), C1(=CC=CC=C1)C (toluene). Run in C1CCOC1 (THF), C1CCOC1 (THF), C1CCOC1 (THF). Conditions: time 8 hour. Product: FC(C=1C=C(C=C(C1)C(F)(F)F)NC(N(CC1=CC=C(C=C1)C(CC=1N=NNN1)O)C1CCC(CC1)C(C)(C)C)=O)(F)F (3-(3,5-Bis(trifluoromethyl)phenyl)-1-(4-tert-butylcyclohexyl)-1-{4-[1-hydroxy-2-(2H-tetrazol-5-yl)ethyl]benzyl}urea). Reaction SMILES: CB1N2CCC[C@@H]2C(C2C=CC=CC=2)(C2C=CC=CC=2)O1.C1(C)C=CC=CC=1.[F:29][C:30]([F:71])([F:70])[C:31]1[CH:32]=[C:33]([NH:41][C:42](=[O:69])[N:43]([CH:59]2[CH2:64][CH2:63][CH:62]([C:65]([CH3:68])([CH3:67])[CH3:66])[CH2:61][CH2:60]2)[CH2:44][C:45]2[CH:50]=[CH:49][C:48]([C:51](=[O:58])[CH2:52][C:53]3[N:54]=[N:55][NH:56][N:57]=3)=[CH:47][CH:46]=2)[CH:34]=[C:35]([C:37]([F:40])([F:39])[F:38])[CH:36]=1>C1COCC1>[F:71][C:30]([F:29])([F:70])[C:31]1[CH:32]=[C:33]([NH:41][C:42](=[O:69])[N:43]([CH:59]2[CH2:60][CH2:61][CH:62]([C:65]([CH3:66])([CH3:67])[CH3:68])[CH2:63][CH2:64]2)[CH2:44][C:45]2[CH:46]=[CH:47][C:48]([CH:51]([OH:58])[CH2:52][C:53]3[N:54]=[N:55][NH:56][N:57]=3)=[CH:49][CH:50]=2)[CH:34]=[C:35]([C:37]([F:38])([F:39])[F:40])[CH:36]=1. Procedure: To a solution of (R)-tetrahydro-1-methyl-3,3-diphenyl-1H,3H-pyrrolo[1,2-c]-[1,3,2]oxazaborole in toluene (17 μl, 0.17 mmol, 1 M) in THF (1 ml) was added boran-THF complex (328 μl, 0.32 mmol, 1 M in THF). Then a solution of 3-(3,5-bis(trifluoromethyl)phenyl)-1-(4-tert-butylcyclohexyl)-1-[4-(2-2H-tetrazol-5-yl-acetyl)-benzyl]urea (100 mg, 0.17 mmol) in THF (1.0 ml) was added dropwise over a period of 30 min. The reaction mixture was stirred at room temperature overnight and then quenched with 1 N ... Reactants: C=CC(=O)OCCCCCCCCCC, CC(C)(C#N)N=NC(C)(C)C#N, C1COCCO1, C=CC(=O)O. Yields the product C=CC(=O)OCCCCCCCCCC, C=CC(=O)O. As a reaction SMILES: [CH2:6]([CH2:7][CH2:8][CH2:9][CH2:10][CH2:11][CH2:12][CH2:13][CH2:14][CH3:15])[O:16][C:17]([CH:18]=[CH2:19])=[O:20].[N:21]#[C:22][C:23]([N:24]=[N:25][C:26]([C:27]#[N:28])([CH3:29])[CH3:30])([CH3:31])[CH3:32].[O:33]1[CH2:34][CH2:35][O:36][CH2:37][CH2:38]1.[OH:1][C:2](=[O:3])[CH:4]=[CH2:5]>>[CH2:6]([CH2:7][CH2:8][CH2:9][CH2:10][CH2:11][CH2:12][CH2:13][CH2:14][CH3:15])[O:16][C:17]([CH:18]=[CH2:19])=[O:20].[O:1]=[C:2]([OH:3])[CH:4]=[CH2:5]. Starting materials: Fc1cccc(OCCCBr)c1F, CC(C)(C)OC(=O)N1CCC(c2ccc(O)cc2)C(O)C1. Yields the product CC(C)(C)OC(=O)N1CCC(c2ccc(OCCCOc3cccc(F)c3F)cc2)C(O)C1. Reaction SMILES: [Br:22][CH2:23][CH2:24][CH2:25][O:26][c:27]1[c:28]([F:34])[c:29]([F:33])[cH:30][cH:31][cH:32]1.[OH:1][CH:2]1[CH2:3][N:4]([C:15](=[O:16])[O:17][C:18]([CH3:19])([CH3:20])[CH3:21])[CH2:5][CH2:6][CH:7]1[c:8]1[cH:9][cH:10][c:11]([OH:14])[cH:12][cH:13]1>>[OH:1][CH:2]1[CH2:3][N:4]([C:15](=[O:16])[O:17][C:18]([CH3:19])([CH3:20])[CH3:21])[CH2:5][CH2:6][CH:7]1[c:8]1[cH:9][cH:10][c:11]([O:14][CH2:23][CH2:24][CH2:25][O:26][c:27]2[c:28]([F:34])[c:29]([F:33])[cH:30][cH:31][cH:32]2)[cH:12][cH:13]1. The reactants are C(CCC)OC(=O)C1=C(C2=C(C(=N1)C1=NC=CN=C1)C(=NS2)C)O (7-hydroxy-3-methyl-4-pyrazin-2-yl-isothiazolo[4,5-c]pyridine-6-carboxylic acid butyl ester), NCC(=O)O (glycine). Yields the product OC=1C2=C(C(=NC1C(=O)NCC(=O)O)C1=NC=CN=C1)C(=NS2)C ([(7-Hydroxy-3-methyl-4-pyrazin-2-yl-isothiazolo[4,5-c]pyridine-6-carbonyl)-amino]-acetic acid). Reaction SMILES: C(O[C:6]([C:8]1[N:13]=[C:12]([C:14]2[CH:19]=[N:18][CH:17]=[CH:16][N:15]=2)[C:11]2[C:20]([CH3:23])=[N:21][S:22][C:10]=2[C:9]=1[OH:24])=[O:7])CCC.[NH2:25][CH2:26][C:27]([OH:29])=[O:28]>>[OH:24][C:9]1[C:10]2[S:22][N:21]=[C:20]([CH3:23])[C:11]=2[C:12]([C:14]2[CH:19]=[N:18][CH:17]=[CH:16][N:15]=2)=[N:13][C:8]=1[C:6]([NH:25][CH2:26][C:27]([OH:29])=[O:28])=[O:7]. Reported procedure: The title compound was synthesized in analogy Example 3 from 7-hydroxy-3-methyl-4-pyrazin-2-yl-isothiazolo[4,5-c]pyridine-6-carboxylic acid butyl ester and glycine: MS (m/z) 346.1 (M+1). Reactants: ClCCl, Cn1nc(NCc2cccc(Cl)c2)cc1CO. Yields the product Cn1nc(NCc2cccc(Cl)c2)cc1C=O. RXN SMILES: [Cl:18][CH2:19][Cl:20].[Cl:1][c:2]1[cH:3][c:4]([CH2:5][NH:6][c:7]2[cH:8][c:9]([CH2:13][OH:14])[n:10]([CH3:12])[n:11]2)[cH:15][cH:16][cH:17]1>>[Cl:1][c:2]1[cH:3][c:4]([CH2:5][NH:6][c:7]2[cH:8][c:9]([CH:13]=[O:14])[n:10]([CH3:12])[n:11]2)[cH:15][cH:16][cH:17]1. Reactants: NC=1N(OC(C1)=O)C (3-amino-2-methyl-5(2H)-isoxazolone), [N+](=O)([O-])C1=CC(=CS1)C=O (5-nitro-3-thiophenecarbaldehyde), O1CC(CC(C1)=O)=O (2H-pyran-3,5(4H,6H)-dione). The solvent is C(C)O (ethyl alcohol). Product: CN1OC(C2=C1NC1=C(C2C2=CSC(=C2)[N+](=O)[O-])C(COC1)=O)=O (1-methyl-4-(5-nitro-3-thienyl)-4,9-dihydro-1H-isoxazolo[3,4-b]pyrano[4,3-e]pyridine-3,5(6H,8H)-dione). RXN SMILES: [NH2:1][C:2]1[N:3]([CH3:8])[O:4][C:5](=[O:7])[CH:6]=1.[N+:9]([C:12]1[S:16][CH:15]=[C:14]([CH:17]=O)[CH:13]=1)([O-:11])=[O:10].[O:19]1[CH2:24][C:23](=O)[CH2:22][C:21](=[O:26])[CH2:20]1>C(O)C>[CH3:8][N:3]1[C:2]2[NH:1][C:23]3[CH2:24][O:19][CH2:20][C:21](=[O:26])[C:22]=3[CH:17]([C:14]3[CH:13]=[C:12]([N+:9]([O-:11])=[O:10])[S:16][CH:15]=3)[C:6]=2[C:5](=[O:7])[O:4]1. Procedure details: The product from Example 45A (0.086 g, 0.75 mmol), 5-nitro-3-thiophenecarbaldehyde (0.12 g, 0.75 mmol) and 2H-pyran-3,5(4H,6H)-dione (0.085 g, 0.75 mmol) in ethyl alcohol (2 mL) were heated at 80° C. for 2 days in a sealed tube. The reaction mixture was allowed to cool to ambient temperature and was evaporated under reduced pressure. The residue was crystallized from methylene chloride/ethanol to provide the title product. 1H NMR (300 MHz, DMSO-d,) δ 3.23 (s, 3H), 4.1 (q, 2H), 4.53 (s, 2H), 4.88...